The task is: describe an organic reaction: reactants, conditions, products, and yield. This data is from the Open Reaction Database (ORD), a public repository of structured organic reaction records. Starting materials: C(C)I (ethyl iodide), C([O-])([O-])=O.[K+].[K+] (potassium carbonate), OC1=C(CCO)C=CC=C1 (2-hydroxyphenethyl alcohol). Solvent: C(C)(=O)OCC (ethyl acetate), CN(C=O)C (N,N-dimethylformamide). Run at time 8 hour. The product is C(C)OC1=C(C=CC=C1)CCO (2-(2-Ethoxyphenyl)ethanol). Isolated yield 60.5%. RXN SMILES: [OH:1][C:2]1[CH:10]=[CH:9][CH:8]=[CH:7][C:3]=1[CH2:4][CH2:5][OH:6].[CH2:11](I)[CH3:12].C(=O)([O-])[O-].[K+].[K+]>CN(C)C=O.C(OCC)(=O)C>[CH2:11]([O:1][C:2]1[CH:10]=[CH:9][CH:8]=[CH:7][C:3]=1[CH2:4][CH2:5][OH:6])[CH3:12] |f:2.3.4|. Reported procedure: 4.4 g of 2-hydroxyphenethyl alcohol was dissolved in 80 ml of N,N-dimethylformamide, and 15.3 g of ethyl iodide and 4.7 g of potassium carbonate were added. After stirring was continued at 70° C. overnight, the solution was diluted with ethyl acetate, and washed successively with water and saturated brine. The organic layer was dried over anhydrous magnesium sulfate, and then the solvent was evaporated. The residue was purified by silica gel column chromatography, to give 3.2 g of the title comp... Starting materials: C1(CC1)NC1CCN(CC1)C1=NC(=NO1)C(C)C (cyclopropyl-[1-(3-isopropyl-[1,2,4]oxadiazol-5-yl)-piperidin-4-yl]-amine), FC=1C=C(C(=O)O)C=CC1N1C(=NC=C1)C (3-fluoro-4-(2-methyl-imidazol-1-yl)-benzoic acid). The product is C1(CC1)N(C(C1=CC(=C(C=C1)N1C(=NC=C1)C)F)=O)C1CCN(CC1)C1=NC(=NO1)C(C)C (N-Cyclopropyl-3-fluoro-N-[1-(3-isopropyl-[1,2,4]oxadiazol-5-yl)-piperidin-4-yl]-4-(2-methyl-imidazol-1-yl)-benzamide). As a reaction SMILES: [CH:1]1([NH:4][CH:5]2[CH2:10][CH2:9][N:8]([C:11]3[O:15][N:14]=[C:13]([CH:16]([CH3:18])[CH3:17])[N:12]=3)[CH2:7][CH2:6]2)[CH2:3][CH2:2]1.[F:19][C:20]1[CH:21]=[C:22]([CH:26]=[CH:27][C:28]=1[N:29]1[CH:33]=[CH:32][N:31]=[C:30]1[CH3:34])[C:23](O)=[O:24]>>[CH:1]1([N:4]([CH:5]2[CH2:10][CH2:9][N:8]([C:11]3[O:15][N:14]=[C:13]([CH:16]([CH3:18])[CH3:17])[N:12]=3)[CH2:7][CH2:6]2)[C:23](=[O:24])[C:22]2[CH:26]=[CH:27][C:28]([N:29]3[CH:33]=[CH:32][N:31]=[C:30]3[CH3:34])=[C:20]([F:19])[CH:21]=2)[CH2:2][CH2:3]1. Procedure: The title compound is prepared from cyclopropyl-[1-(3-isopropyl-[1,2,4]oxadiazol-5-yl)-piperidin-4-yl]-amine and 3-fluoro-4-(2-methyl-imidazol-1-yl)-benzoic acid following a procedure analogous to that described in Example 90. LC (method 19): tR=3.98 min; Mass spectrum (ESI+): m/z=453 [M+H]+. The reactants are C1N(CC2C1CNC2)C=2C=CC(=C(C(=O)NC)C2)[N+](=O)[O-] (5-(hexahydropyrrolo[3,4-c]pyrrol-2(1H)-yl)-N-methyl-2-nitrobenzamide), C1N(CC2C1CNC2)C=2C=CC(=C(C(=O)NC)C2)[N+](=O)[O-] (5-(hexahydropyrrolo[3,4-c]pyrrol-2(1H)-yl)-N-methyl-2-nitrobenzamide), C=O (formaldehyde), C(#N)[BH3-] (cyanoborohydride). The reagents and catalysts are C(C)(=O)O (acetic acid). Run in C(C)#N (acetonitrile). Conditions: temperature 130 celsius. The product is CNC(C1=C(C=CC(=C1)N1CC2CN(CC2C1)C)[N+](=O)[O-])=O (N-methyl-5-(5-methylhexahydropyrrolo[3,4-c]pyrrol-2(1H)-yl)-2-nitrobenzamide). Isolated yield 48.3%. Reaction SMILES: [CH2:1]1[CH:5]2[CH2:6][NH:7][CH2:8][CH:4]2[CH2:3][N:2]1[C:9]1[CH:10]=[CH:11][C:12]([N+:19]([O-:21])=[O:20])=[C:13]([CH:18]=1)[C:14]([NH:16][CH3:17])=[O:15].C=O.[C:24]([BH3-])#N>C(#N)C.C(O)(=O)C>[CH3:17][NH:16][C:14](=[O:15])[C:13]1[CH:18]=[C:9]([N:2]2[CH2:3][CH:4]3[CH:5]([CH2:6][N:7]([CH3:24])[CH2:8]3)[CH2:1]2)[CH:10]=[CH:11][C:12]=1[N+:19]([O-:21])=[O:20]. Procedure details: 5-(hexahydropyrrolo[3,4-c]pyrrol-2(1H)-yl)-N-methyl-2-nitrobenzamide (1.78 g, 6.13 mmol) (Intermediate 10B) was dissolved in acetonitrile (45 mL) before addition of formaldehyde (0.6 g, 7.36 mmol) and MP-cyanoborohydride (3.6 g, 9.25 mmol) followed by 6 drops of acetic acid. The resulting mixture was split into 3 microwave vials and heated at 130° C. for 20 minutes. The reaction mixture was filtered and concentrated. The resultant crude material was purified by a 50 g silica column in 100% dichl...